This data is from the Open Reaction Database (ORD), a public repository of structured organic reaction records. The task is: describe an organic reaction: reactants, conditions, products, and yield The reactants are N[C@H](C(O)(C1=CC=CC=C1)C1=CC=CC=C1)C(C)C ((S)-2-amino-1,1-diphenyl-3-methylbutan-1-ol), B.O1CCCC1 (borane tetrahydrofuran), C1(CCCCC1)\C=C(/C(C(C)(C)C)=O)\N1N=CN=C1 ((E)-1-cyclohexyl-4,4-dimethyl-2-(1,2,4-triazol-1-yl)-1-penten-3-one), Cl (hydrochloric acid). The solvent is ClCCCl (1,2-dichloroethane), ClCCCl (1,2-dichloroethane), ClCCCl (1,2-dichloroethane). Run at time 24 hour. Yields the product C1(CCCCC1)\C=C(/C(C(C)(C)C)O)\N1N=CN=C1 ((-)-(E)-1-cyclohexyl-4,4-dimethyl-2-(1,2,4-triazol-1-yl)-1-penten-3-ol). As a reaction SMILES: N[C@@H](C(C)C)C(C1C=CC=CC=1)(C1C=CC=CC=1)O.B.O1CCCC1.[CH:26]1(/[CH:32]=[C:33](/[N:40]2[CH:44]=[N:43][CH:42]=[N:41]2)\[C:34](=[O:39])[C:35]([CH3:38])([CH3:37])[CH3:36])[CH2:31][CH2:30][CH2:29][CH2:28][CH2:27]1.Cl>ClCCCl>[CH:26]1(/[CH:32]=[C:33](/[N:40]2[CH:44]=[N:43][CH:42]=[N:41]2)\[CH:34]([OH:39])[C:35]([CH3:38])([CH3:37])[CH3:36])[CH2:27][CH2:28][CH2:29][CH2:30][CH2:31]1 |f:1.2|. Procedure details: In a nitrogen atmosphere, a solution of 0.230 g (0.90 mmole) of (S)-2-amino-1,1-diphenyl-3-methylbutan-1-ol in 2.5 ml of 1,2-dichloroethane was added dropwise at -78° C. to a solution comprising 1.29 ml (0.90 mmole) of 0.70M borane-tetrahydrofuran solution and 1 ml of 1,2-dichloroethane, and the temperature of the mixture was raised from -78° C. to room temperature over about 2 hours. Thereafter, a solution of 0.157 g (0.6 mmole, E/Z=99.9/0.1) of (E)-1-cyclohexyl-4,4-dimethyl-2-(1,2,4-triazol-1-... As a reaction SMILES: [Cl:16][CH2:17][Cl:18].[Cl:19][CH2:20][C:21](=[O:22])[Cl:23].[Na+:10].[Na+:11].[O-:12][C:13](=[O:14])[O-:15].[OH2:24].[c:1]1([CH2:7][CH2:8][NH2:9])[cH:2][cH:3][cH:4][cH:5][cH:6]1>>[c:1]1([CH2:7][CH2:8][NH:9][C:21]([CH2:20][Cl:19])=[O:22])[cH:2][cH:3][cH:4][cH:5][cH:6]1. The reactants are ClCCl, O=C(Cl)CCl, [Na+], [Na+], O=C([O-])[O-], O, NCCc1ccccc1. Yields the product O=C(CCl)NCCc1ccccc1. Reactants: CCOC(=O)CNC(=O)CN1CCCC1=O, CO, N. Yields the product NC(=O)CNC(=O)CN1CCCC1=O. Reaction SMILES: [CH2:1]([O:2][C:4]([CH2:5][NH:6][C:7]([CH2:8][N:9]1[C:10](=[O:14])[CH2:11][CH2:12][CH2:13]1)=[O:15])=[O:16])[CH3:3].[CH3:18][OH:19].[NH3:17]>>[C:4]([CH2:5][NH:6][C:7]([CH2:8][N:9]1[C:10](=[O:14])[CH2:11][CH2:12][CH2:13]1)=[O:15])(=[O:16])[NH2:17]. Reactants: CCCCCCCCCCCCCCCCCC(=O)Cl, CC(C)C(NC(=O)OCC1c2ccccc2-c2ccccc21)C(=O)OCC(O)C=CC(=O)OCc1ccccc1, ClCCl, [Na+], O=C([O-])O, c1ccncc1. Product: CCCCCCCCCCCCCCCCCC(=O)OC(C=CC(=O)OCc1ccccc1)COC(=O)C(NC(=O)OCC1c2ccccc2-c2ccccc21)C(C)C. Reaction SMILES: [C:47]([CH2:48][CH2:49][CH2:50][CH2:51][CH2:52][CH2:53][CH2:54][CH2:55][CH2:56][CH2:57][CH2:58][CH2:59][CH2:60][CH2:61][CH2:62][CH2:63][CH3:64])(=[O:65])[Cl:66].[CH2:1]([c:2]1[cH:3][cH:4][cH:5][cH:6][cH:7]1)[O:8][C:9]([CH:10]=[CH:11][CH:12]([CH2:13][O:14][C:15]([CH:16]([NH:17][C:18](=[O:19])[O:20][CH2:21][CH:22]1[c:23]2[cH:24][cH:25][cH:26][cH:27][c:28]2-[c:29]2[cH:30][cH:31][cH:32][cH:33][c:34]21)[CH:35]([CH3:36])[CH3:37])=[O:38])[OH:39])=[O:40].[Cl:72][CH2:73][Cl:74].[Na+:67].[OH:68][C:69](=[O:70])[O-:71].[cH:41]1[cH:42][cH:43][n:44][cH:45][cH:46]1>>[CH2:1]([c:2]1[cH:3][cH:4][cH:5][cH:6][cH:7]1)[O:8][C:9]([CH:10]=[CH:11][CH:12]([CH2:13][O:14][C:15]([CH:16]([NH:17][C:18](=[O:19])[O:20][CH2:21][CH:22]1[c:23]2[cH:24][cH:25][cH:26][cH:27][c:28]2-[c:29]2[cH:30][cH:31][cH:32][cH:33][c:34]21)[CH:35]([CH3:36])[CH3:37])=[O:38])[O:39][C:47]([CH2:48][CH2:49][CH2:50][CH2:51][CH2:52][CH2:53][CH2:54][CH2:55][CH2:56][CH2:57][CH2:58][CH2:59][CH2:60][CH2:61][CH2:62][CH2:63][CH3:64])=[O:65])=[O:40]. Starting materials: CN(C)C=O, CC#N, Cc1c(CN2CCN(c3nccnc3-c3ccc(CCl)cc3)CC2)cnn1C, Cl, Cl, Cl, [H-], [I-], [Na+], [Na+], O, c1nc[nH]n1. The product is Cl, Cc1c(CN2CCN(c3nccnc3-c3ccc(Cn4cncn4)cc3)CC2)cnn1C. RXN SMILES: [CH3:41][N:42]([CH3:43])[CH:44]=[O:45].[CH3:46][C:47]#[N:48].[Cl:10][CH2:11][c:12]1[cH:13][cH:14][c:15](-[c:18]2[c:19]([N:24]3[CH2:25][CH2:26][N:27]([CH2:30][c:31]4[cH:32][n:33][n:34]([CH3:37])[c:35]4[CH3:36])[CH2:28][CH2:29]3)[n:20][cH:21][cH:22][n:23]2)[cH:16][cH:17]1.[ClH:40].[ClH:8].[ClH:9].[H-:6].[I-:39].[Na+:38].[Na+:7].[OH2:49].[nH:1]1[n:2][cH:3][n:4][cH:5]1>>[ClH:10].[n:1]1([CH2:11][c:12]2[cH:13][cH:14][c:15](-[c:18]3[c:19]([N:24]4[CH2:25][CH2:26][N:27]([CH2:30][c:31]5[cH:32][n:33][n:34]([CH3:37])[c:35]5[CH3:36])[CH2:28][CH2:29]4)[n:20][cH:21][cH:22][n:23]3)[cH:16][cH:17]2)[n:2][cH:3][n:4][cH:5]1. Starting materials: CI (methyl iodide), [H-].[Na+] (NaH), OC1=C(C=O)C(=CC=C1OC)[N+](=O)[O-] (2-hydroxy-3-methoxy-6-nitrobenzaldehyde). Run in CN(C=O)C (dimethylformamide), CN(C)C=O (DMF). Run at time 1 hour. Yields the product COC1=C(C=O)C(=CC=C1OC)[N+](=O)[O-] (2,3-Dimethoxy-6-nitrobenzaldehyde). Reaction SMILES: [H-].[Na+].[OH:3][C:4]1[C:11]([O:12][CH3:13])=[CH:10][CH:9]=[C:8]([N+:14]([O-:16])=[O:15])[C:5]=1[CH:6]=[O:7].[CH3:17]I>CN(C)C=O>[CH3:17][O:3][C:4]1[C:11]([O:12][CH3:13])=[CH:10][CH:9]=[C:8]([N+:14]([O-:16])=[O:15])[C:5]=1[CH:6]=[O:7] |f:0.1|. Procedure details: A slurry of NaH (16.0 g, 50% oily dispersion, 337 mM) in dimethylformamide (200 ml) was treated dropwise with a solution of 2-hydroxy-3-methoxy-6-nitrobenzaldehyde (49.0 g, 248 mM) in DMF (300 ml) at such a rate that the temperature did not exceed 35° C. The mixture is aged at room temperature for 1 hour and then a large excess of methyl iodide (100 ml) is added dropwise. A slight exothermic reaction occurs. The mixture is then stirred vigorously for 19 hours at room temperature. After the remov... Starting materials: C1(=CC=CC=C1)P(C1=CC=CC=C1)C1=CC=CC=C1 (triphenylphosphine), N(=NC(=O)OCC)C(=O)OCC (Diethyl azodicarboxylate), S1C(=CC=C1)C=1OC=C(N1)CCO (2-(2-thienyl-4-oxazolyl)ethanol), OC1=CC=C(C=C1)CCCN1C=NC=C1 (1-[3-(4-hydroxyphenyl)propyl]imidazole). Run in O1CCCC1 (tetrahydrofuran). Product: N1(C=NC=C1)CCCC1=CC=C(OCCC=2N=C(OC2)C=2SC=CC2)C=C1 (4-[2-[4-[3-(1-imidazolyl)propyl]phenoxy]ethyl]-2-(2-thienyl)oxazole). The yield is 54.9%. Reaction SMILES: N(C(OCC)=O)=NC(OCC)=O.[S:13]1[CH:17]=[CH:16][CH:15]=[C:14]1[C:18]1[O:19][CH:20]=[C:21]([CH2:23][CH2:24][OH:25])[N:22]=1.O[C:27]1[CH:32]=[CH:31][C:30]([CH2:33][CH2:34][CH2:35][N:36]2[CH:40]=[CH:39][N:38]=[CH:37]2)=[CH:29][CH:28]=1.C1(P(C2C=CC=CC=2)C2C=CC=CC=2)C=CC=CC=1>O1CCCC1>[N:36]1([CH2:35][CH2:34][CH2:33][C:30]2[CH:31]=[CH:32][C:27]([O:25][CH2:24][CH2:23][C:21]3[N:22]=[C:18]([C:14]4[S:13][CH:17]=[CH:16][CH:15]=4)[O:19][CH:20]=3)=[CH:28][CH:29]=2)[CH:40]=[CH:39][N:38]=[CH:37]1. Reported procedure: Diethyl azodicarboxylate (1.20 g) was added dropwise to a stirred mixture of 2-(2-thienyl-4-oxazolyl)ethanol (700 mg). 1-[3-(4-hydroxyphenyl)propyl]imidazole (670 mg), triphenylphosphine (1.73 g), and tetrahydrofuran (50 ml) at room temperature. After refluxing for 3 h, the reaction mixture was concentrated. The residue was purified by silica gel column chromatography. From the fraction eluted with ethyl acetate-methanol (100:1, v/v) 4-[2-[4-[3-(1-imidazolyl)propyl]phenoxy]ethyl]-2-(2-thienyl)ox...